Dataset: the Open Reaction Database (ORD), a public repository of structured organic reaction records. Task: describe an organic reaction: reactants, conditions, products, and yield Starting materials: O=C([O-])[O-], N#Cc1c[nH]cc1-c1ccccc1OCc1ccccc1, CCOC(=O)c1ccc(F)cc1OCOC, CN(C)C=O, [Cs+], [Cs+], O. Yields the product CCOC(=O)c1ccc(-n2cc(C#N)c(-c3ccccc3OCc3ccccc3)c2)cc1OCOC. As a reaction SMILES: [C:38](=[O:39])([O-:40])[O-:41].[CH2:1]([c:2]1[cH:3][cH:4][cH:5][cH:6][cH:7]1)[O:8][c:9]1[c:10](-[c:15]2[c:16]([C:20]#[N:21])[cH:17][nH:18][cH:19]2)[cH:11][cH:12][cH:13][cH:14]1.[CH2:22]([CH3:23])[O:24][C:25]([c:26]1[c:27]([O:33][CH2:34][O:35][CH3:36])[cH:28][c:29]([F:32])[cH:30][cH:31]1)=[O:37].[CH3:45][N:46]([CH3:47])[CH:48]=[O:49].[Cs+:42].[Cs+:43].[OH2:44]>>[CH2:1]([c:2]1[cH:3][cH:4][cH:5][cH:6][cH:7]1)[O:8][c:9]1[c:10](-[c:15]2[c:16]([C:20]#[N:21])[cH:17][n:18](-[c:29]3[cH:28][c:27]([O:33][CH2:34][O:35][CH3:36])[c:26]([C:25]([O:24][CH2:22][CH3:23])=[O:37])[cH:31][cH:30]3)[cH:19]2)[cH:11][cH:12][cH:13][cH:14]1. The reactants are BrN1C(CCC1=O)=O (N-bromosuccinimide), C(C1=CC=CC=C1)(=O)OOC(C1=CC=CC=C1)=O (benzoyl peroxide), BrC1=C(C=CC(=C1)F)C (2-Bromo-4-fluorotoluene). Run in C(C)(=O)OCC (ethyl acetate). Conditions: temperature 80 celsius. Product: BrC1=C(C=O)C=CC(=C1)F (2-Bromo-4-fluorobenzaldehyde). Yield: 41.0%. As a reaction SMILES: [Br:1][C:2]1[CH:7]=[C:6]([F:8])[CH:5]=[CH:4][C:3]=1[CH3:9].BrN1C(=[O:16])CCC1=O.C(OOC(=O)C1C=CC=CC=1)(=O)C1C=CC=CC=1>C(OCC)(=O)C>[Br:1][C:2]1[CH:7]=[C:6]([F:8])[CH:5]=[CH:4][C:3]=1[CH:9]=[O:16]. Reported procedure: 2-Bromo-4-fluorotoluene (10.215 g) was dissolved in ethyl acetate (100 ml), N-bromosuccinimide (11.3 g) and 70% benzoyl peroxide (200 mg) were added thereto, and the resulting mixture was stirred under heating at 80° C. for 1 hr. After the reaction solution was cooled, the resulting insoluble matters were filtered off. The resulting filtrate was washed with an aqueous solution of saturated sodium bicarbonate, dried (over MgSO4) and evaporated. The resulting residue was dissolved in acetic acid (... Reactants: ClC1=C(C(=NC=N1)O)C (6-chloro-5-methylpyrimidin-4-ol), COC1=CC=C(N)C=C1 (4-methoxyaniline). The product is ClC1=C(C(=NC=N1)NC1=CC=C(C=C1)OC)C (6-Chloro-N-(4-methoxyphenyl)-5-methylpyrimidin-4-amine). As a reaction SMILES: [Cl:1][C:2]1[N:7]=[CH:6][N:5]=[C:4](O)[C:3]=1[CH3:9].[CH3:10][O:11][C:12]1[CH:18]=[CH:17][C:15]([NH2:16])=[CH:14][CH:13]=1>>[Cl:1][C:2]1[N:7]=[CH:6][N:5]=[C:4]([NH:16][C:15]2[CH:17]=[CH:18][C:12]([O:11][CH3:10])=[CH:13][CH:14]=2)[C:3]=1[CH3:9]. Procedure details: Synthesized according to the method of reagent preparation 49 using 6-chloro-5-methylpyrimidin-4-ol and 4-methoxyaniline in step 1. Starting materials: COc1ccc(OC)c2c1C(=O)c1ccccc1C2=O, ClCCl, NCCCN. Yields the product COc1ccc(NCCCN)c2c1C(=O)c1ccccc1C2=O. Reaction SMILES: [CH3:6][O:7][c:8]1[cH:9][cH:10][c:11]([O:24][CH3:25])[c:12]2[c:21]1[C:20](=[O:22])[c:19]1[c:14]([cH:15][cH:16][cH:17][cH:18]1)[C:13]2=[O:23].[Cl:26][CH2:27][Cl:28].[NH2:1][CH2:2][CH2:3][CH2:4][NH2:5]>>[NH2:1][CH2:2][CH2:3][CH2:4][NH:5][c:11]1[cH:10][cH:9][c:8]([O:7][CH3:6])[c:21]2[c:12]1[C:13](=[O:23])[c:14]1[cH:15][cH:16][cH:17][cH:18][c:19]1[C:20]2=[O:22]. The reactants are ClC1=CC2=C(NC(=N2)[C@H](C)NC(C2=CC(=C(C=C2)N2C(CSCC2)=O)C)=O)C=C1 (N-[(1S)-1-(5-chloro-1H-benzimidazol-2-yl)-ethyl]-3-methyl-4-(thiomorpholin-3-on-4-yl)-benzamide), C(O)([O-])=O.[Na+] (sodium hydrogen carbonate), ClC1=CC(=CC=C1)C(=O)OO (3-chloroperbenzoic acid). Run in ClCCl (dichloromethane), C(C)(=O)O (acetic acid). Run at temperature -12.5 celsius, time 1 hour. The product is ClC1=CC2=C(NC(=N2)[C@H](C)NC(C2=CC(=C(C=C2)N2C(CS(CC2)=O)=O)C)=O)C=C1 (N-[(1S)-1-(5-chloro-1H-benzimidazol-2-yl)-ethyl]-4-(1,3-dioxo-thiomorpholin-4-yl)-3-methyl-benzamide). As a reaction SMILES: [Cl:1][C:2]1[CH:29]=[CH:28][C:5]2[NH:6][C:7]([C@@H:9]([NH:11][C:12](=[O:27])[C:13]3[CH:18]=[CH:17][C:16]([N:19]4[CH2:24][CH2:23][S:22][CH2:21][C:20]4=[O:25])=[C:15]([CH3:26])[CH:14]=3)[CH3:10])=[N:8][C:4]=2[CH:3]=1.ClC1C=CC=C(C(OO)=[O:38])C=1.C(=O)([O-])O.[Na+]>ClCCl.C(O)(=O)C>[Cl:1][C:2]1[CH:29]=[CH:28][C:5]2[NH:6][C:7]([C@@H:9]([NH:11][C:12](=[O:27])[C:13]3[CH:18]=[CH:17][C:16]([N:19]4[CH2:24][CH2:23][S:22](=[O:38])[CH2:21][C:20]4=[O:25])=[C:15]([CH3:26])[CH:14]=3)[CH3:10])=[N:8][C:4]=2[CH:3]=1 |f:2.3|. Procedure details: 204 mg (0.48 mmol) N-[(1S)-1-(5-chloro-1H-benzimidazol-2-yl)-ethyl]-3-methyl-4-(thiomorpholin-3-on-4-yl)-benzamide are dissolved in a mixture of 12 ml dichloromethane and 1.2 ml acetic acid at −15° C. and combined with 110 mg (0.48 mmol) 3-chloroperbenzoic acid. The mixture is then stirred for one hour at −15 to −10° C., heated to ambient temperature and stirred for a further 3 hours. Then the reaction mixture is combined with semi-concentrated sodium hydrogen carbonate solution and extracted wi...